Dataset: the Open Reaction Database (ORD), a public repository of structured organic reaction records. Task: describe an organic reaction: reactants, conditions, products, and yield Starting materials: COC(CN(C1=CC(=CC(=C1)OCC1=CC=CC=C1)OCCCCCCCCCCCCCCCCCC)CC(=O)OC)=O (N-(2-methoxy-2-oxoethyl)-N-[3-(octadecyloxy)-5-(phenylmethoxy)phenyl]glycine methyl ester), [H][H] (hydrogen). Reagents/catalysts: [Pd] (palladium on carbon). The solvent is C1CCOC1 (THF). Conditions: time 23 hour. The product is COC(CN(CC(=O)OC)C1=CC(=CC(=C1)OCCCCCCCCCCCCCCCCCC)O)=O (N-[3-hydroxy-5-(octadecyloxy)phenyl]-N-(2-methoxy-2-oxoethyl)glycine methyl ester). The yield is 96.5%. Reaction SMILES: [CH3:1][O:2][C:3](=[O:44])[CH2:4][N:5]([CH2:39][C:40]([O:42][CH3:43])=[O:41])[C:6]1[CH:11]=[C:10]([O:12]CC2C=CC=CC=2)[CH:9]=[C:8]([O:20][CH2:21][CH2:22][CH2:23][CH2:24][CH2:25][CH2:26][CH2:27][CH2:28][CH2:29][CH2:30][CH2:31][CH2:32][CH2:33][CH2:34][CH2:35][CH2:36][CH2:37][CH3:38])[CH:7]=1.[H][H]>[Pd].C1COCC1>[CH3:1][O:2][C:3](=[O:44])[CH2:4][N:5]([C:6]1[CH:7]=[C:8]([O:20][CH2:21][CH2:22][CH2:23][CH2:24][CH2:25][CH2:26][CH2:27][CH2:28][CH2:29][CH2:30][CH2:31][CH2:32][CH2:33][CH2:34][CH2:35][CH2:36][CH2:37][CH3:38])[CH:9]=[C:10]([OH:12])[CH:11]=1)[CH2:39][C:40]([O:42][CH3:43])=[O:41]. Procedure details: A mixture of 15.55 g of N-(2-methoxy-2-oxoethyl)-N-[3-(octadecyloxy)-5-(phenylmethoxy)phenyl]glycine methyl ester and 3.0 g of 10% palladium on carbon in 500 ml of THF was stirred in a hydrogen atmosphere at room temperature until uptake ceased after 23 hours. The catalyst was removed by filtration and the filtrate was concentrated at reduced pressure to a solid which was triturated with hexane and filtered to give 12.8 g (97% yield, 96°-98°) of N-[3-hydroxy-5-(octadecyloxy)phenyl]-N-(2-methoxy-... The reactants are C(=O)(OC(C)(C)C)NCCBr (2-(Boc-amino)-ethylbromide), O (water), IC=1NC(=C(N1)I)I (2,4,5-triiodo-1H-imidazole), [H-].[Na+] (sodium hydride). Solvent: CN(C)C=O (DMF), CN(C)C=O (DMF). Conditions: time 20 minute. Yields the product C(C)(C)(C)OC(NCCN1C(=NC(=C1I)I)I)=O ([2-(2,4,5-triiodo-imidazol-1-yl)-ethyl]-carbamic acid tert-butyl ester). RXN SMILES: [I:1][C:2]1[NH:3][C:4]([I:8])=[C:5]([I:7])[N:6]=1.[H-].[Na+].[C:11]([NH:18][CH2:19][CH2:20]Br)([O:13][C:14]([CH3:17])([CH3:16])[CH3:15])=[O:12].O>CN(C=O)C>[C:14]([O:13][C:11](=[O:12])[NH:18][CH2:19][CH2:20][N:3]1[C:4]([I:8])=[C:5]([I:7])[N:6]=[C:2]1[I:1])([CH3:17])([CH3:16])[CH3:15] |f:1.2|. Reported procedure: To a yellow solution of 2,4,5-triiodo-1H-imidazole (15.295 g; 34.313 mmol) in anhydrous DMF (200 ml) was added portionwise, at rt, 55-65% sodium hydride moistened with oil (2.058 g; 51.469 mmol). The resulting mixture was further stirred at rt, under nitrogen, for 20 min. The mixture was then heated to 100° C., and a colorless homogeneous solution of 2-(Boc-amino)-ethylbromide (11.534 g; 51.469 mmol) in anhydrous DMF (100 ml) was added dropwise, over 1 h, with an addition funnel. After completio... Reactants: COC1=C(C=C(C=C1)/C=C/CO)OCC=1N=C(OC1C)C1=CC=CC=C1 ((E)-3-[4-methoxy-3-(5-methyl-2-phenyl-4-oxazolylmethoxy)phenyl]-2-propen-1-ol). The reagents and catalysts are [O-2].[O-2].[Mn+4] (manganese dioxide). The product is COC1=C(C=C(C=CC=O)C=C1)OCC=1N=C(OC1C)C1=CC=CC=C1 (4-methoxy-3-(5-methyl-2-phenyl-4-oxazolylmethoxy)cinnam aldehyde). RXN SMILES: [CH3:1][O:2][C:3]1[CH:8]=[CH:7][C:6](/[CH:9]=[CH:10]/[CH2:11][OH:12])=[CH:5][C:4]=1[O:13][CH2:14][C:15]1[N:16]=[C:17]([C:21]2[CH:26]=[CH:25][CH:24]=[CH:23][CH:22]=2)[O:18][C:19]=1[CH3:20]>[O-2].[O-2].[Mn+4]>[CH3:1][O:2][C:3]1[CH:8]=[CH:7][C:6]([CH:9]=[CH:10][CH:11]=[O:12])=[CH:5][C:4]=1[O:13][CH2:14][C:15]1[N:16]=[C:17]([C:21]2[CH:26]=[CH:25][CH:24]=[CH:23][CH:22]=2)[O:18][C:19]=1[CH3:20] |f:1.2.3|. Procedure: In substantially the same manner as in Reference Example 35, (E)-3-[4-methoxy-3-(5-methyl-2-phenyl-4-oxazolylmethoxy)phenyl]-2-propen-1-ol was subjected to oxidation with activated manganese dioxide to yield 4-methoxy-3-(5-methyl-2-phenyl-4-oxazolylmethoxy)cinnam aldehyde, which was recrystallized from ethyl acetate-ether to give pale yellow needles, m.p.136-137° C. The reactants are FC(OC=1C=CC2=C(NCC(O2)C(=O)O)C1)(F)F (6-(Trifluoromethoxy)-3,4-dihydro-2H-1,4-benzoxazine-2-carboxylic acid), C(OC1=C(C=C(C(=C1)N)Br)C1CCCC1)(OC)=O ((5-amino-4-bromo-2-cyclopentyl-phenyl) methyl carbonate), N1=CC=CC=C1 (Pyridine), C(CC)P1(OP(OP(O1)(=O)CCC)(=O)CCC)=O (T3P). Run in CC1OCCC1 (2-methyltetrahydrofuran). Reaction conditions: time 1 hour. Product: C(OC1=C(C=C(C(=C1)NC(=O)C1CNC2=C(O1)C=CC(=C2)OC(F)(F)F)Br)C2CCCC2)(OC)=O (4-bromo-2-cyclopentyl-5-(6-(trifluoromethoxy)-3,4-dihydro-2H-benzo[b][1,4]oxazine-2-carboxamido)phenyl methyl carbonate). The yield is 77.1%. Reaction SMILES: [F:1][C:2]([F:18])([F:17])[O:3][C:4]1[CH:5]=[CH:6][C:7]2[O:12][CH:11]([C:13]([OH:15])=O)[CH2:10][NH:9][C:8]=2[CH:16]=1.[C:19](=[O:36])([O:34][CH3:35])[O:20][C:21]1[CH:26]=[C:25]([NH2:27])[C:24]([Br:28])=[CH:23][C:22]=1[CH:29]1[CH2:33][CH2:32][CH2:31][CH2:30]1.N1C=CC=CC=1.C(P1(=O)OP(CCC)(=O)OP(CCC)(=O)O1)CC>CC1CCCO1>[C:19](=[O:36])([O:34][CH3:35])[O:20][C:21]1[CH:26]=[C:25]([NH:27][C:13]([CH:11]2[O:12][C:7]3[CH:6]=[CH:5][C:4]([O:3][C:2]([F:1])([F:18])[F:17])=[CH:16][C:8]=3[NH:9][CH2:10]2)=[O:15])[C:24]([Br:28])=[CH:23][C:22]=1[CH:29]1[CH2:33][CH2:32][CH2:31][CH2:30]1. Procedure details: 6-(Trifluoromethoxy)-3,4-dihydro-2H-1,4-benzoxazine-2-carboxylic acid (490 mg, 1.86 mmol) and (5-amino-4-bromo-2-cyclopentyl-phenyl) methyl carbonate (585 mg, 1.86 mmol) were dissolved in 2-methyltetrahydrofuran (13 mL). Pyridine (376 μL, 4.65 mmol) and T3P (2960 mg, 2.8 mL of 50% w/w solution, 4.66 mmol) were added and the reaction was stirred for 1 h at room temperature. Purification by silica gel chromatography (10-75% ethyl acetate/hexanes) yielded 4-bromo-2-cyclopentyl-5-(6-(trifluoromethox... Reactants: C[N+]1([O-])CCOCC1, CCC[N+](CCC)(CCC)CCC, ClCCl, O=[Ru](=O)(=O)[O-], COCCCn1ncc2ccc(CC(CC(NC(=O)OC(C)(C)C)C(O)CC(CO)C(C)C)C(C)C)cc21. Yields the product COCCCn1ncc2ccc(CC(CC(NC(=O)OC(C)(C)C)C3CC(C(C)C)C(=O)O3)C(C)C)cc21. RXN SMILES: [CH3:1][N+:2]1([O-:3])[CH2:4][CH2:5][O:6][CH2:7][CH2:8]1.[CH3:55][CH2:56][CH2:57][N+:58]([CH2:59][CH2:60][CH3:61])([CH2:62][CH2:63][CH3:64])[CH2:65][CH2:66][CH3:67].[Cl:47][CH2:48][Cl:49].[O-:50][Ru:51](=[O:52])(=[O:53])=[O:54].[OH:9][CH:10]([CH:11]([CH2:12][CH:13]([CH:14]([CH3:15])[CH3:16])[CH2:17][c:18]1[cH:19][cH:20][c:21]2[cH:22][n:23][n:24]([CH2:27][CH2:28][CH2:29][O:30][CH3:31])[c:25]2[cH:26]1)[NH:32][C:33]([O:34][C:35]([CH3:36])([CH3:37])[CH3:38])=[O:39])[CH2:40][CH:41]([CH:42]([CH3:43])[CH3:44])[CH2:45][OH:46]>>[O:9]1[CH:10]([CH:11]([CH2:12][CH:13]([CH:14]([CH3:15])[CH3:16])[CH2:17][c:18]2[cH:19][cH:20][c:21]3[cH:22][n:23][n:24]([CH2:27][CH2:28][CH2:29][O:30][CH3:31])[c:25]3[cH:26]2)[NH:32][C:33]([O:34][C:35]([CH3:36])([CH3:37])[CH3:38])=[O:39])[CH2:40][CH:41]([CH:42]([CH3:43])[CH3:44])[C:45]1=[O:46]. Reactants: O (water), C1(=CC=CC=C1)C=1NC(OC1C1=CC=CC=C1)=O (4,5-Diphenyloxazol-2-one), C(C#C)Br (propargyl bromide), [H-].[Na+] (sodium hydride). The solvent is CN(C)C=O (DMF). Reaction conditions: time 20 minute. Product: C(C#C)N1C(OC(=C1C1=CC=CC=C1)C1=CC=CC=C1)=O (3-(2-propynyl)-4,5-diphenyl-oxazol-2-one). The yield is 45.0%. RXN SMILES: [C:1]1([C:7]2[NH:8][C:9](=[O:18])[O:10][C:11]=2[C:12]2[CH:17]=[CH:16][CH:15]=[CH:14][CH:13]=2)[CH:6]=[CH:5][CH:4]=[CH:3][CH:2]=1.[H-].[Na+].[CH2:21](Br)[C:22]#[CH:23].O>CN(C=O)C>[CH2:23]([N:8]1[C:7]([C:1]2[CH:2]=[CH:3][CH:4]=[CH:5][CH:6]=2)=[C:11]([C:12]2[CH:13]=[CH:14][CH:15]=[CH:16][CH:17]=2)[O:10][C:9]1=[O:18])[C:22]#[CH:21] |f:1.2|. Procedure: 4,5-Diphenyloxazol-2-one (500 mg, 2.11 mmol) was dissolved in DMF (4 ml) and sodium hydride (153 mg, 2.55 mmol) was added under nitrogen and with ice cooling over 20 minutes. After stirring for 20 minutes, propargyl bromide (210 μl, 2.79 mmol) was added. After stirring for 15 minutes with ice cooling and stirring at room temperature for 2 hours, water (20 ml) was added and the mixture was extracted with ethyl acetate. The extract was washed in turn with water and brine, dried over magnesium sulf...